Dataset: the Open Reaction Database (ORD), a public repository of structured organic reaction records. Task: describe an organic reaction: reactants, conditions, products, and yield The product is CN(C)C(=O)c1ccc(-c2ccc(C(=O)N3CCCC3CN3CCCC3)cc2)s1. Reaction SMILES: [CH3:1][N:2]([C:3](=[O:4])[c:5]1[cH:6][cH:7][c:8](-[c:10]2[cH:11][cH:12][c:13]([C:14](=[O:15])[OH:16])[cH:17][cH:18]2)[s:9]1)[CH3:19].[CH:30]([N:31]([CH2:32][CH3:33])[CH:34]([CH3:35])[CH3:36])([CH3:37])[CH3:38].[Cl:55][CH2:56][Cl:57].[NH:39]1[CH:40]([CH2:44][N:45]2[CH2:46][CH2:47][CH2:48][CH2:49]2)[CH2:41][CH2:42][CH2:43]1.[O:50]=[CH:51][N:52]([CH3:53])[CH3:54].[OH:20][n:21]1[c:22]2[c:23]([cH:24][cH:25][cH:26][cH:27]2)[n:28][n:29]1>>[CH3:1][N:2]([C:3](=[O:4])[c:5]1[cH:6][cH:7][c:8](-[c:10]2[cH:11][cH:12][c:13]([C:14](=[O:16])[N:39]3[CH:40]([CH2:44][N:45]4[CH2:46][CH2:47][CH2:48][CH2:49]4)[CH2:41][CH2:42][CH2:43]3)[cH:17][cH:18]2)[s:9]1)[CH3:19]. Starting materials: CN(C)C(=O)c1ccc(-c2ccc(C(=O)O)cc2)s1, CCN(C(C)C)C(C)C, ClCCl, C1CNC(CN2CCCC2)C1, CN(C)C=O, On1nnc2ccccc21. Starting materials: diazonium salt, NC=1C=C(C(=O)O)C=C(C1)[N+](=O)[O-] (3-Amino-5-nitrobenzoic acid), C(=O)([O-])[O-].[Na+].[Na+] (Na2CO3), CuSO4.5H2O, [C-]#N.[K+] (KCN). The solvent is O (water), Cl (hydrochloric acid), Cl (hydrochloric acid), O (water), O (water), O (water). The product is C(#N)C=1C=C(C(=O)O)C=C(C1)[N+](=O)[O-] (3-cyano-5-nitrobenzoic acid). Isolated yield 93.8%. As a reaction SMILES: N[C:2]1[CH:3]=[C:4]([CH:8]=[C:9]([N+:11]([O-:13])=[O:12])[CH:10]=1)[C:5]([OH:7])=[O:6].C([O-])([O-])=O.[Na+].[Na+].[C-:20]#[N:21].[K+]>Cl.O>[C:20]([C:2]1[CH:3]=[C:4]([CH:8]=[C:9]([N+:11]([O-:13])=[O:12])[CH:10]=1)[C:5]([OH:7])=[O:6])#[N:21] |f:1.2.3,4.5|. Procedure details: 3-Amino-5-nitrobenzoic acid (3.64 g, 20 mM) was dissolved in concentrated hydrochloric acid (20 ml), diluted with water (75 ml), cooled to 0°, and added over 30 minutes to a solution of NANO2 (1.38g, 20 mM) in water (10 ml). The pH was adjusted to 6.2 with saturated Na2CO3 solution. A mixture of CuSO4.5H2O (10 g, 42 mM) in water (40 ml) and KCN (10 g, 154 mM) in water (20 ml) was heated to 65°, the solution of diazonium salt added over 15 minutes, and the mixture refluxed for 40 minutes. After c... Starting materials: [OH-].[Na+] (sodium hydroxide), N1=CC(=CC=C1)C=O (3-pyridinecarboxaldehyde), Cl.NO (hydroxylamine hydrochloride), [OH-].[Na+] (sodium hydroxide). Run in C(C)O (ethanol), O (water). The product is N1=CC(=CC=C1)C=NO (3-Pyridinecarboxaldehyde oxime), white solid. RXN SMILES: [N:1]1[CH:6]=[CH:5][CH:4]=[C:3]([CH:7]=O)[CH:2]=1.Cl.[NH2:10][OH:11].[OH-].[Na+]>C(O)C.O>[N:1]1[CH:6]=[CH:5][CH:4]=[C:3]([CH:7]=[N:10][OH:11])[CH:2]=1 |f:1.2,3.4|. Procedure details: 3-Pyridinecarboxaldehyde oxime was prepared by treating 3-pyridinecarboxaldehyde (10 mL, 106 mmol) with hydroxylamine hydrochloride (8.10 g, 117 mmol) and 50% aqueous sodium hydroxide (2 mL) in ethanol (100 mL) and water (200 mL) for 17 hours. The solution was adjusted to pH 14 with the addition of 50% (w/w) aqueous sodium hydroxide. The solution was extracted with several portions of dichloromethane. The combined organic layers were washed with brine, dried over magnesium sulfate, filtered, and...